describe an organic reaction: reactants, conditions, products, and yield From a dataset of the Open Reaction Database (ORD), a public repository of structured organic reaction records. Starting materials: ClC1=CC2=C(CC(NN=C2C2=CC=C(C=C2)[N+](=O)[O-])C)C=C1 (8-chloro-4-methyl-1-(4-nitrophenyl)-4,5-dihydro-3H-2,3-benzodiazepine), C(C)N=C=O (ethyl isocyanate). The solvent is C1(=CC=CC=C1)C (toluene). The product is C(C)NC(=O)N1N=C(C2=C(CC1C)C=CC(=C2)Cl)C2=CC=C(C=C2)[N+](=O)[O-] (3-(Ethylcarbamoyl)-8-chloro-4-methyl-1-(4-nitrophenyl)-4,5-dihydro-3H-2,3-benzodiazepine). The yield is 69.4%. RXN SMILES: [Cl:1][C:2]1[CH:22]=[CH:21][C:5]2[CH2:6][CH:7]([CH3:20])[NH:8][N:9]=[C:10]([C:11]3[CH:16]=[CH:15][C:14]([N+:17]([O-:19])=[O:18])=[CH:13][CH:12]=3)[C:4]=2[CH:3]=1.[CH2:23]([N:25]=[C:26]=[O:27])[CH3:24]>C1(C)C=CC=CC=1>[CH2:23]([NH:25][C:26]([N:8]1[CH:7]([CH3:20])[CH2:6][C:5]2[CH:21]=[CH:22][C:2]([Cl:1])=[CH:3][C:4]=2[C:10]([C:11]2[CH:12]=[CH:13][C:14]([N+:17]([O-:19])=[O:18])=[CH:15][CH:16]=2)=[N:9]1)=[O:27])[CH3:24]. Procedure: 0.6 g (1.9 mmoles) of 8-chloro-4-methyl-1-(4-nitrophenyl)-4,5-dihydro-3H-2,3-benzodiazepine (prepared in Example 5, Step D or in Example 36, starting compound) are boiled with 0.75 ml (9.5 mmoles) of ethyl isocyanate in 25 ml of anhydrous toluene for 24 hours. The mixture is evaporated, the residue is recrystallized from 5 ml of ethanol. Thus, 0.51 g (69%) of the title compound are obtained. M.p.: 170°-172° C. Starting materials: C(C1=CC=CC=C1)OC1=CC=C(C=C1)O (4(benzyloxy)phenol), [H-].[Na+] (sodium hydride), BrC(CC(=O)OCC)C (ethyl 3-bromobutyrate). The solvent is C1(=CC=CC=C1)C (toluene). Reaction conditions: time 30 minute. The product is C(C)OC(CCCOC1=CC=C(C=C1)OCC1=CC=CC=C1)=O (4-(4-Benzyloxy-phenoxy)-butyric acid ethyl ester). As a reaction SMILES: [H-].[Na+].[CH2:3]([O:10][C:11]1[CH:16]=[CH:15][C:14]([OH:17])=[CH:13][CH:12]=1)[C:4]1[CH:9]=[CH:8][CH:7]=[CH:6][CH:5]=1.Br[CH:19]([CH3:26])[CH2:20][C:21]([O:23][CH2:24][CH3:25])=[O:22]>C1(C)C=CC=CC=1>[CH2:24]([O:23][C:21](=[O:22])[CH2:20][CH2:19][CH2:26][O:17][C:14]1[CH:13]=[CH:12][C:11]([O:10][CH2:3][C:4]2[CH:5]=[CH:6][CH:7]=[CH:8][CH:9]=2)=[CH:16][CH:15]=1)[CH3:25] |f:0.1|. Reported procedure: To a suspension of 1.2 g (0.030 mol) of 60% sodium hydride in 100 mL of toluene was added 6.12 g (0.030 mol) of 4(benzyloxy)phenol and the reaction was stirred at room temperature for 30 minutes followed by the addition of 5.85 g (0.030 mol) of ethyl 3-bromobutyrate. The resulting mixture was heated to reflux overnight and then filtered. The filtrate was washed with 0.5N sodium hydroxide solution, 3% sodium carbonate solution, water and brine, dried over Na2SO4, filtered and concentrated in vacu... Yields the product C(C#C)OC1=NC=NC(=C1)OCC#C (4,6-bis(2-propynyloxy)pyrimidine). As a reaction SMILES: [H-].[Na+].[CH2:3]([OH:6])[C:4]#[CH:5].Cl[C:8]1[CH:13]=[C:12](Cl)[N:11]=[CH:10][N:9]=1.[Cl-].[NH4+]>O1CCCC1>[CH2:3]([O:6][C:8]1[CH:13]=[C:12]([O:6][CH2:3][C:4]#[CH:5])[N:11]=[CH:10][N:9]=1)[C:4]#[CH:5] |f:0.1,4.5|. Reported procedure: In 4 ml of tetrahydrofuran was suspended 0.27 g of sodium hydride (60% in oil), to which 0.7 ml of a tetrahydrofuran solution containing 0.33 g of 2-propyn-1-ol was slowly added dropwise with stirring at room temperature. The mixture was stirred at room temperature for 20 minutes and then cooled to 0° C., to which 0.7 ml of a tetrahydrofuran solution containing 0.4 g of 4,6-dichloropyrimidine was slowly added dropwise. After completion of the dropwise addition, the mixture was stirred at room te... The solvent is O1CCCC1 (tetrahydrofuran), O1CCCC1 (tetrahydrofuran), O1CCCC1 (tetrahydrofuran). Reactants: C(C#C)O (2-propyn-1-ol), [H-].[Na+] (sodium hydride), [Cl-].[NH4+] (ammonium chloride), ClC1=NC=NC(=C1)Cl (4,6-dichloropyrimidine). Yield: 69.3%. Reactants: O=C([O-])[O-], C1CCNCC1, CN(C)C=O, ClCCCOc1ccc(I)cc1, [K+], [K+]. Yields the product Ic1ccc(OCCCN2CCCCC2)cc1. As a reaction SMILES: [C:13](=[O:14])([O-:15])[O-:16].[CH2:19]1[CH2:20][CH2:21][NH:22][CH2:23][CH2:24]1.[CH3:25][N:26]([CH3:27])[CH:28]=[O:29].[Cl:1][CH2:2][CH2:3][CH2:4][O:5][c:6]1[cH:7][cH:8][c:9]([I:12])[cH:10][cH:11]1.[K+:17].[K+:18]>>[CH2:2]([CH2:3][CH2:4][O:5][c:6]1[cH:7][cH:8][c:9]([I:12])[cH:10][cH:11]1)[N:22]1[CH2:21][CH2:20][CH2:19][CH2:24][CH2:23]1. The reactants are Cl.NCCSSCCN (cystamine hydrochloride), [OH-].[Na+] (NaOH), [OH-].[Na+] (NaOH), ClCCCC(=O)Cl (4-chlorobutanoyl chloride). The solvent is C1CCOC1 (THF). Reaction conditions: temperature 5 celsius. Product: S(SCCNC(CCCCl)=O)CCNC(CCCCl)=O (N,N′-(disulfanediyldiethane-2,1-diyl)bis(4-chlorobutanamide)). Reaction SMILES: [ClH:1].[NH2:2][CH2:3][CH2:4][S:5][S:6][CH2:7][CH2:8][NH2:9].[OH-:10].[Na+].[Cl:12][CH2:13][CH2:14][CH2:15][C:16](Cl)=[O:17]>C1COCC1>[S:5]([CH2:4][CH2:3][NH:2][C:13](=[O:10])[CH2:14][CH2:15][CH2:16][Cl:1])[S:6][CH2:7][CH2:8][NH:9][C:16](=[O:17])[CH2:15][CH2:14][CH2:13][Cl:12] |f:0.1,2.3|. Reported procedure: 60 g of cystamine hydrochloride was solubilized in 500 mL and cooled to 5° C. The pH was raised to 10 by addition of aq. NaOH (30%). A solution of 4-chlorobutanoyl chloride (105 g) in anhydrous THF (500 mL), was added dropwise, while the pH was maintained above 7 by addition of aq. NaOH (30%). After completion of the addition and stabilization of pH at 7, the mixture mixed for 3 days. The aqueous layer was extracted with 3×500 mL dichloromethane, combined with THF layer and dried over Na2SO4. Af... The reactants are CCO, CCN1CCCC(C=C2CCN(C(=O)Nc3ccc(Cl)c(Cl)c3)CC2)C1. The product is CCN1CCCC(CC2CCN(C(=O)Nc3ccc(Cl)c(Cl)c3)CC2)C1. RXN SMILES: [CH3:27][CH2:28][OH:29].[Cl:1][c:2]1[cH:3][c:4]([NH:9][C:10](=[O:11])[N:12]2[CH2:13][CH2:14][C:15](=[CH:18][CH:19]3[CH2:20][N:21]([CH2:25][CH3:26])[CH2:22][CH2:23][CH2:24]3)[CH2:16][CH2:17]2)[cH:5][cH:6][c:7]1[Cl:8]>>[Cl:1][c:2]1[cH:3][c:4]([NH:9][C:10](=[O:11])[N:12]2[CH2:13][CH2:14][CH:15]([CH2:18][CH:19]3[CH2:20][N:21]([CH2:25][CH3:26])[CH2:22][CH2:23][CH2:24]3)[CH2:16][CH2:17]2)[cH:5][cH:6][c:7]1[Cl:8]. Reactants: C12OCC(C(C1)NC1=NC=CC(=N1)C1=CC(N(C=C1)[C@H](CO[Si](C)(C)C(C)(C)C)C1=CC(=C(C=C1)Cl)F)=O)C2 (4-(2-(2-oxabicyclo[2.2.1]heptan-5-ylamino)pyrimidin-4-yl)-1-((S)-2-(tert-butyldimethylsilyloxy)-1-(4-chloro-3-fluorophenyl)ethyl)pyridin-2(1H)-one), C(=O)([O-])[O-].[Na+].[Na+] (Na2CO3). The solvent is Cl (HCl), CO (methanol). Run at time 2 hour. Yields the product C12OCC(C(C1)NC1=NC=CC(=N1)C1=CC(N(C=C1)[C@H](CO)C1=CC(=C(C=C1)Cl)F)=O)C2 (4-(2-(2-oxabicyclo[2.2.1]heptan-5-ylamino)pyrimidin-4-yl)-1-((S)-1-(4-chloro-3-fluorophenyl)-2-hydroxyethyl)pyridin-2(1H)-one). Isolated yield 29.0%. As a reaction SMILES: [CH:1]12[CH2:39][CH:4]([CH:5]([NH:7][C:8]3[N:13]=[C:12]([C:14]4[CH:19]=[CH:18][N:17]([C@@H:20]([C:30]5[CH:35]=[CH:34][C:33]([Cl:36])=[C:32]([F:37])[CH:31]=5)[CH2:21][O:22][Si](C(C)(C)C)(C)C)[C:16](=[O:38])[CH:15]=4)[CH:11]=[CH:10][N:9]=3)[CH2:6]1)[CH2:3][O:2]2.C([O-])([O-])=O.[Na+].[Na+]>Cl.CO>[CH:1]12[CH2:39][CH:4]([CH:5]([NH:7][C:8]3[N:13]=[C:12]([C:14]4[CH:19]=[CH:18][N:17]([C@@H:20]([C:30]5[CH:35]=[CH:34][C:33]([Cl:36])=[C:32]([F:37])[CH:31]=5)[CH2:21][OH:22])[C:16](=[O:38])[CH:15]=4)[CH:11]=[CH:10][N:9]=3)[CH2:6]1)[CH2:3][O:2]2 |f:1.2.3|. Procedure details: The crude 4-(2-(2-oxabicyclo[2.2.1]heptan-5-ylamino)pyrimidin-4-yl)-1-((S)-2-(tert-butyldimethylsilyloxy)-1-(4-chloro-3-fluorophenyl)ethyl)pyridin-2(1H)-one was dissolved in a solution of HCl in methanol (5 mL, 1M). After being stirred at room temperature for 2 hours, the reaction mixture was then adjusted to pH around 8 by saturated Na2CO3. The resulting mixture was extracted with ethyl acetate (3×20 mL). The combined organic layers were dried over Na2SO4 and concentrated. The residue was purif... Reactants: C(C1=CC=CC=C1)OC(=O)NCC1=CC(=C(C=C1)OC)O (N-benzyloxycarbonyl-3-hydroxy-4-methoxybenzylamine), C([O-])([O-])=O.[K+].[K+] (potassium carbonate), BrC(CC)Cl (bromochloropropane). Run in CC(CC)=O (2-butanone). Run at time 16 hour. Product: C(C1=CC=CC=C1)OC(=O)NCC1=CC(=C(C=C1)OC)OCCCCl (N-Benzyloxycarbonyl-3-(3-chloropropoxy)-4-methoxybenzylamine). Isolated yield 91.6%. RXN SMILES: [CH2:1]([O:8][C:9]([NH:11][CH2:12][C:13]1[CH:18]=[CH:17][C:16]([O:19][CH3:20])=[C:15]([OH:21])[CH:14]=1)=[O:10])[C:2]1[CH:7]=[CH:6][CH:5]=[CH:4][CH:3]=1.C(=O)([O-])[O-].[K+].[K+].Br[CH:29]([Cl:32])[CH2:30][CH3:31]>CC(=O)CC>[CH2:1]([O:8][C:9]([NH:11][CH2:12][C:13]1[CH:18]=[CH:17][C:16]([O:19][CH3:20])=[C:15]([O:21][CH2:31][CH2:30][CH2:29][Cl:32])[CH:14]=1)=[O:10])[C:2]1[CH:3]=[CH:4][CH:5]=[CH:6][CH:7]=1 |f:1.2.3|. Procedure details: A mixture comprising 20 g of N-benzyloxycarbonyl-3-hydroxy-4-methoxybenzylamine, 14.43 g of potassium carbonate, 16.44 g of bromochloropropane and 200 ml of 2-butanone, was refluxed under heating with stirring for 16 hours. The mixture was cooled to room temperature. Then, inorganic substances were filtered off, and the filtrate was distilled under reduced pressure. The obtained residue was extracted with chloroform, and the organic layer was washed with water and a saturated sodium chloride aqu...